From a dataset of the Open Reaction Database (ORD), a public repository of structured organic reaction records. describe an organic reaction: reactants, conditions, products, and yield Reactants: CSC(=NC#N)SC, CN, CN(C)C=O, COc1ccc(-c2csc(N=C(N)N)n2)cc1CN. Yields the product CNC(=NC#N)NCc1cc(-c2csc(N=C(N)N)n2)ccc1OC. RXN SMILES: [CH3:20][S:21][C:22](=[N:23][C:24]#[N:25])[S:26][CH3:27].[CH3:28][NH2:29].[CH3:30][N:31]([CH3:32])[CH:33]=[O:34].[NH2:1][CH2:2][c:3]1[cH:4][c:5](-[c:11]2[n:12][c:13]([N:16]=[C:17]([NH2:18])[NH2:19])[s:14][cH:15]2)[cH:6][cH:7][c:8]1[O:9][CH3:10]>>[NH:1]([CH2:2][c:3]1[cH:4][c:5](-[c:11]2[n:12][c:13]([N:16]=[C:17]([NH2:18])[NH2:19])[s:14][cH:15]2)[cH:6][cH:7][c:8]1[O:9][CH3:10])[C:22](=[N:23][C:24]#[N:25])[NH:29][CH3:28]. Reactants: O=C(O)C(F)(Cl)[N+](=O)[O-], FC(Cl)=C(F)Cl, O=[N+]([O-])O, O=C(O)C(F)(F)F. Product: O=C(OC(F)(Cl)C(F)(Cl)[N+](=O)[O-])C(F)(F)F. As a reaction SMILES: [Cl:1][C:2]([F:3])([N+:4]([O-:5])=[O:6])[C:7]([OH:8])=[O:9].[Cl:21][C:22](=[C:23]([Cl:24])[F:25])[F:26].[OH:10][N+:11]([O-:12])=[O:13].[OH:14][C:15](=[O:16])[C:17]([F:18])([F:19])[F:20]>>[O-:10][N+:11](=[O:13])[C:23]([C:22]([O:14][C:15](=[O:16])[C:17]([F:18])([F:19])[F:20])([Cl:21])[F:26])([Cl:24])[F:25]. The reactants are C(C)N1CC2C(C1)O2 (1-ethyl-3,4-epoxypyrrolidine), ClC1=C(C(=CC=C1)Cl)O (2,6-dichlorophenol), Cl (hydrochloride), oil. The reagents and catalysts are Cl (hydrochloric acid). Solvent: C(Cl)Cl (methylene chloride). Product: Cl.ClC1=C(O[C@H]2[C@@H](CN(C2)CC)O)C(=CC=C1)Cl (Trans-4-(2,6-dichlorophenoxy)-1-ethyl-3-pyrrolidinol Hydrochloride). RXN SMILES: [CH2:1]([N:3]1[CH2:7][CH:6]2[O:8][CH:5]2[CH2:4]1)[CH3:2].[Cl:9][C:10]1[CH:15]=[CH:14][CH:13]=[C:12]([Cl:16])[C:11]=1[OH:17].Cl>Cl.C(Cl)Cl>[ClH:9].[Cl:9][C:10]1[CH:15]=[CH:14][CH:13]=[C:12]([Cl:16])[C:11]=1[O:17][C@@H:6]1[CH2:7][N:3]([CH2:1][CH3:2])[CH2:4][C@H:5]1[OH:8] |f:5.6|. Procedure details: A mixture of 11.3 g. (0.10 mole) of 1-ethyl-3,4-epoxypyrrolidine, 18.0 g. (0.11 mole) of 2,6-dichlorophenol and 2 drops concentrated hydrochloric acid was heated on a steam bath overnight. The oil was dissolved in methylene chloride and washed with three 50-ml. portions of 5% sodium hydroxide and one 50-ml. portion of water. The methylene chloride solution was dried over anhydrous sodium sulfate, concentrated and chromatographed on silica gel to give 12.9 g. (47%) of an oil residue. The oil was ... RXN SMILES: [O:1]=[C:2]1[CH:3]([CH2:14][CH2:15][C:16](=[O:17])[OH:18])[CH2:4][CH2:5][CH2:6][CH2:7][CH2:8][CH2:9][CH2:10][CH2:11][CH2:12][CH2:13]1.[S:19]([Cl:20])([Cl:21])=[O:22].[cH:23]1[cH:24][cH:25][cH:26][cH:27][cH:28]1>>[Cl-:21].[O:1]=[C:2]1[CH:3]([CH2:14][CH2:15][C:16](=[O:17])[OH:18])[CH2:4][CH2:5][CH2:6][CH2:7][CH2:8][CH2:9][CH2:10][CH2:11][CH2:12][CH2:13]1. Starting materials: O=C(O)CCC1CCCCCCCCCCC1=O, O=S(Cl)Cl, c1ccccc1. The product is [Cl-], O=C(O)CCC1CCCCCCCCCCC1=O. The reactants are ClC=1C=C(C=CC1)NC1=NC=NC(=C1)N (N-(3-chloro-phenyl)-pyrimidine-4,6-diamine), COC=1C=C(C=C(C1OC)OC)N=C=O (3,4,5-trimethoxyphenyl isocyanate). The product is ClC=1C=C(C=CC1)NC1=CC(=NC=N1)NC(=O)NC1=CC(=C(C(=C1)OC)OC)OC (1-[6-(3-Chloro-phenylamino)-pyrimidin-4-yl]-3-(3,4,5-trimethoxy-phenyl)-urea). RXN SMILES: [Cl:1][C:2]1[CH:3]=[C:4]([NH:8][C:9]2[CH:14]=[C:13]([NH2:15])[N:12]=[CH:11][N:10]=2)[CH:5]=[CH:6][CH:7]=1.[CH3:16][O:17][C:18]1[CH:19]=[C:20]([N:28]=[C:29]=[O:30])[CH:21]=[C:22]([O:26][CH3:27])[C:23]=1[O:24][CH3:25]>>[Cl:1][C:2]1[CH:3]=[C:4]([NH:8][C:9]2[N:10]=[CH:11][N:12]=[C:13]([NH:15][C:29]([NH:28][C:20]3[CH:19]=[C:18]([O:17][CH3:16])[C:23]([O:24][CH3:25])=[C:22]([O:26][CH3:27])[CH:21]=3)=[O:30])[CH:14]=2)[CH:5]=[CH:6][CH:7]=1. Procedure details: The title compound is prepared analogously as described in Example 127 from N-(3-chloro-phenyl)-pyrimidine-4,6-diamine and 3,4,5-trimethoxyphenyl isocyanate. Starting materials: COC(=O)C1=CC=C(C=C1)N1N=NC(=C1)C1=NN(C2=CC=C(C=C12)C)C(=O)OC(C)(C)C (tert-butyl 3-{1-[4-(methoxycarbonyl)phenyl]-1H-1,2,3-triazol-4-yl}-5-methyl-1H-indazole-1-carboxylate), C1CC(=O)N(C1=O)Br (NBS). The reagents and catalysts are [Cl-].[Cl-].[Cl-].[Cl-].[Zr+4] (Zirconium tetrachloride). The solvent is C(Cl)Cl (DCM), C(Cl)Cl (DCM), C(Cl)Cl (DCM). Run at time 16 hour. Yields the product BrCC=1C=C2C(=NN(C2=CC1)C(=O)OC(C)(C)C)C=1N=NN(C1)C1=CC=C(C=C1)C(=O)OC (tert-butyl 5-(bromomethyl)-3-{1-[4-(methoxycarbonyl)phenyl]-1H-1,2,3-triazol-4-yl}-1H-indazole-1-carboxylate). Yield: 85.0%. Reaction SMILES: C1C(=O)N([Br:8])C(=O)C1.[CH3:9][O:10][C:11]([C:13]1[CH:18]=[CH:17][C:16]([N:19]2[CH:23]=[C:22]([C:24]3[C:32]4[C:27](=[CH:28][CH:29]=[C:30]([CH3:33])[CH:31]=4)[N:26]([C:34]([O:36][C:37]([CH3:40])([CH3:39])[CH3:38])=[O:35])[N:25]=3)[N:21]=[N:20]2)=[CH:15][CH:14]=1)=[O:12]>C(Cl)Cl.[Cl-].[Cl-].[Cl-].[Cl-].[Zr+4]>[Br:8][CH2:33][C:30]1[CH:31]=[C:32]2[C:27](=[CH:28][CH:29]=1)[N:26]([C:34]([O:36][C:37]([CH3:40])([CH3:39])[CH3:38])=[O:35])[N:25]=[C:24]2[C:22]1[N:21]=[N:20][N:19]([C:16]2[CH:17]=[CH:18][C:13]([C:11]([O:10][CH3:9])=[O:12])=[CH:14][CH:15]=2)[CH:23]=1 |f:3.4.5.6.7|. Reported procedure: Zirconium tetrachloride (23 mg; 0.10 mmol; 0.1 eq.) was added in one portion to a solution of NBS (160 mg; 0.90 mmol; 0.9 eq.) in DCM (10 mL) at 0° C. A solution of tert-butyl 3-{1-[4-(methoxycarbonyl)phenyl]-1H-1,2,3-triazol-4-yl}-5-methyl-1H-indazole-1-carboxylate (434 mg; 1.00 mmol; 1.0 eq.) in DCM (10 mL) was then added dropwise to the reaction mixture which was subsequently stirred at RT for 16 h. The reaction mixture was then diluted with DCM and washed sequentially with saturated NaHCO3 a... Starting materials: ClC1=NC(=C2N=CN(C2=N1)C)NC1=CC=C(C=C1)Cl ((2-chloro-9-methyl-9H-purin-6-yl)(4-chloro-phenyl)-amine), ClC=1C(=NNC1)C (4-chloro-3-methyl-1H-pyrazole). The product is ClC=1C(=NN(C1)C1=NC(=C2N=CN(C2=N1)C)NC1=CC=C(C=C1)Cl)C ([2-(4-Chloro-3-methyl-pyrazol-1-yl)-9-methyl-9H-purin-6-yl]-(4-chloro-phenyl)-amine). RXN SMILES: Cl[C:2]1[N:10]=[C:9]2[C:5]([N:6]=[CH:7][N:8]2[CH3:11])=[C:4]([NH:12][C:13]2[CH:18]=[CH:17][C:16]([Cl:19])=[CH:15][CH:14]=2)[N:3]=1.[Cl:20][C:21]1[C:22]([CH3:26])=[N:23][NH:24][CH:25]=1>>[Cl:20][C:21]1[C:22]([CH3:26])=[N:23][N:24]([C:2]2[N:10]=[C:9]3[C:5]([N:6]=[CH:7][N:8]3[CH3:11])=[C:4]([NH:12][C:13]3[CH:18]=[CH:17][C:16]([Cl:19])=[CH:15][CH:14]=3)[N:3]=2)[CH:25]=1. Reported procedure: Was prepared according to Example 6 from (2-chloro-9-methyl-9H-purin-6-yl)(4-chloro-phenyl)-amine and 4-chloro-3-methyl-1H-pyrazole.